This data is from the Open Reaction Database (ORD), a public repository of structured organic reaction records. The task is: describe an organic reaction: reactants, conditions, products, and yield The reactants are OC1=NC2=CC=C(C=C2N=C1)Cl (2-hydroxy-6-chloroquinoxaline), P(=O)(Cl)(Cl)Cl (phosphorus oxychloride). The product is ClC1=NC2=CC=C(C=C2N=C1)Cl (2,6-dichloroquinoxaline). RXN SMILES: O[C:2]1[CH:11]=[N:10][C:9]2[C:4](=[CH:5][CH:6]=[C:7]([Cl:12])[CH:8]=2)[N:3]=1.P(Cl)(Cl)([Cl:15])=O>>[Cl:15][C:2]1[CH:11]=[N:10][C:9]2[C:4](=[CH:5][CH:6]=[C:7]([Cl:12])[CH:8]=2)[N:3]=1. Reported procedure: 45 g of 2-hydroxy-6-chloroquinoxaline are treated in a sulphonation flask with 100 ml of phosphorus oxychloride. The mixture is stirred at reflux temperature for 20 minutes. The excess phosphorus oxychloride is thereupon distilled off and the residue is treated with 500 ml of ice-water. The product obtained is filtered off and washed with water until it is neutral. By crystallization from ethanol/water there is obtained 2,6-dichloroquinoxaline of melting point 152° C. The reactants are NC1=C(C#N)C=CC=C1 (2-aminobenzonitrile), C(#CC(=O)OC)C(=O)OC (dimethyl acetylenedicarboxylate). Run in C(C)(C)(C)O (t-butanol). The product is C(#N)C1=C(N/C(/C(=O)OC)=C\C(=O)OC)C=CC=C1 (Dimethyl 2-(2-cyanoanilino)fumarate). Isolated yield 44.3%. As a reaction SMILES: [NH2:1][C:2]1[CH:9]=[CH:8][CH:7]=[CH:6][C:3]=1[C:4]#[N:5].[C:10]([C:16]([O:18][CH3:19])=[O:17])#[C:11][C:12]([O:14][CH3:15])=[O:13]>C(O)(C)(C)C>[C:4]([C:3]1[CH:6]=[CH:7][CH:8]=[CH:9][C:2]=1[NH:1]/[C:11](=[CH:10]\[C:16]([O:18][CH3:19])=[O:17])/[C:12]([O:14][CH3:15])=[O:13])#[N:5]. Procedure details: A solution of 2-aminobenzonitrile (5.00 g, 42.3 mM) and dimethyl acetylenedicarboxylate (6.42 g, 45.2 mM) in t-butanol (70.5 mL) was refluxed under a nitrogen atmosphere for 12 hr. After cooling the reaction mixture to room temperature, a precipitate formed and was collected by filtration. The material was washed with cold methanol and air dried to give a yellow solid (4.88 g). Recrystallization of this solid from methanol provided the title compound (4.39 g, 39.9%) as yellow crystals, mp 116.5°... The reactants are NC1=C(C(=O)N)C(=CC(=C1)OC)OC (2-amino-4,6-dimethoxybenzamide), CC=1C=C(C(=O)Cl)C=C(C1)C (3,5-dimethylbenzoyl chloride). Run in C1CCOC1 (THF). Reaction conditions: time 30 minute. The product is CC=1C=C(C=C(C1)C)C1=NC2=CC(=CC(=C2C(N1)=O)OC)OC (2-(3,5-dimethylphenyl)-5,7-dimethoxyquinazolin-4(3H)-one). Reaction SMILES: [NH2:1][C:2]1[CH:10]=[C:9]([O:11][CH3:12])[CH:8]=[C:7]([O:13][CH3:14])[C:3]=1[C:4]([NH2:6])=[O:5].[CH3:15][C:16]1[CH:17]=[C:18]([CH:22]=[C:23]([CH3:25])[CH:24]=1)[C:19](Cl)=O>C1COCC1>[CH3:15][C:16]1[CH:24]=[C:23]([C:25]2[NH:6][C:4](=[O:5])[C:3]3[C:2](=[CH:10][C:9]([O:11][CH3:12])=[CH:8][C:7]=3[O:13][CH3:14])[N:1]=2)[CH:22]=[C:18]([CH3:19])[CH:17]=1. Procedure: A mixture of 2-amino-4,6-dimethoxybenzamide (0.0700 g, 0.36 mmol) and 3,5-dimethylbenzoyl chloride (0.112 g, 0.65 mmol) in THF (5.0 mL) was placed in a microwave reactor at 80° C. for 30 min. The THF was removed under reduced pressure, and the residue was purified via CombiFlash chromatography to yield the expected amide. This material was used directly in the next step. A mixture of the amide and H2O/MeCN (2:1, 5.00 mL) was basified to pH 12 with 2 N NaOH and stirred at 80° C. for 16 h. The mix... Reactants: COC(=O)CCc1cccc(CN)c1, Cl, O=Cc1ccc(Oc2ccccc2)cc1. Product: COC(=O)CCc1cccc(CNCc2ccc(Oc3ccccc3)cc2)c1. As a reaction SMILES: [CH3:2][O:3][C:4]([CH2:5][CH2:6][c:7]1[cH:8][c:9]([CH2:13][NH2:14])[cH:10][cH:11][cH:12]1)=[O:15].[ClH:1].[O:16]([c:17]1[cH:18][cH:19][cH:20][cH:21][cH:22]1)[c:23]1[cH:24][cH:25][c:26]([CH:27]=[O:28])[cH:29][cH:30]1>>[CH3:2][O:3][C:4]([CH2:5][CH2:6][c:7]1[cH:8][c:9]([CH2:13][NH:14][CH2:27][c:26]2[cH:25][cH:24][c:23]([O:16][c:17]3[cH:18][cH:19][cH:20][cH:21][cH:22]3)[cH:30][cH:29]2)[cH:10][cH:11][cH:12]1)=[O:15]. Starting materials: CNC1=C(C=C(C(=O)C2(CCCCC2)CC(=O)OC)C=C1)[N+](=O)[O-] (methyl [1-(4-methylamino-3-nitro-benzoyl)-cyclohexyl]-acetate). Reagents/catalysts: [Pd].[H][H] (palladium on activated charcoal hydrogen). Solvent: CO (methanol). The product is CNC1=C(C=C(C(=O)C2(CCCCC2)CC(=O)OC)C=C1)N (methyl [1-(4-methylamino-3-amino-benzoyl)-cyclohexyl]-acetate). RXN SMILES: [CH3:1][NH:2][C:3]1[CH:21]=[CH:20][C:6]([C:7]([C:9]2([CH2:15][C:16]([O:18][CH3:19])=[O:17])[CH2:14][CH2:13][CH2:12][CH2:11][CH2:10]2)=[O:8])=[CH:5][C:4]=1[N+:22]([O-])=O>CO.[Pd].[H][H]>[CH3:1][NH:2][C:3]1[CH:21]=[CH:20][C:6]([C:7]([C:9]2([CH2:15][C:16]([O:18][CH3:19])=[O:17])[CH2:14][CH2:13][CH2:12][CH2:11][CH2:10]2)=[O:8])=[CH:5][C:4]=1[NH2:22] |f:2.3|. Procedure details: Prepared analogously to Example 1c from methyl [1-(4-methylamino-3-nitro-benzoyl)-cyclohexyl]-acetate and palladium on activated charcoal/hydrogen in methanol. The reactants are COC1=C(C=C2C(CC(C2=C1)=O)(C)C)OCC#C (6-methoxy-3,3-dimethyl-5-prop-2-ynyloxy-indan-1-one), CCOC(=O)CC#N (ethyl cyano acetate), N1CCCC1 (pyrrolidine), C(C1=CC=CC=C1)(=O)O (benzoic acid). The solvent is C=1(C(=CC=CC1)C)C (xylene), O (water). Yields the product C(C)OC(C(=C1CC(C2=CC(=C(C=C12)OC)OCC#C)(C)C)C#N)=O (Cyano-(6-methoxy-3,3-dimethyl-5-prop-2-ynyloxy-indan-1-ylidene)-acetic Acid Ethyl Ester). The yield is 20.6%. RXN SMILES: [CH3:1][O:2][C:3]1[CH:11]=[C:10]2[C:6]([C:7]([CH3:14])([CH3:13])[CH2:8][C:9]2=O)=[CH:5][C:4]=1[O:15][CH2:16][C:17]#[CH:18].[CH3:19][CH2:20][O:21][C:22]([CH2:24][C:25]#[N:26])=[O:23].N1CCCC1.C(O)(=O)C1C=CC=CC=1>C1(C)C(C)=CC=CC=1.O>[CH2:20]([O:21][C:22](=[O:23])[C:24]([C:25]#[N:26])=[C:9]1[C:10]2[C:6](=[CH:5][C:4]([O:15][CH2:16][C:17]#[CH:18])=[C:3]([O:2][CH3:1])[CH:11]=2)[C:7]([CH3:14])([CH3:13])[CH2:8]1)[CH3:19]. Reported procedure: The above 6-methoxy-3,3-dimethyl-5-prop-2-ynyloxy-indan-1-one (2.44 g) was treated with 1.13 g of ethyl cyano acetate in the presence of 0.1 equivalents of pyrrolidine and benzoic acid in 20 ml of xylene. The reaction mixture was refluxed for 30 hours with simultaneous separation of water. Then, the cold reaction mixture was washed with water, concentrated and chromatographed in hexane/ethyl acetate through SiO2 to yield 0.7 g of yellow crystals. m.p. 132-136° C. UV 362 nm (ε=23′222), MS: 339(M+... Starting materials: (S)-1-cyclopropyl-3-(3-fluoro-4-(6-methyl-4-(3-methylmorpholino)-6,7-dihydro-5H-pyrrolo[3,4-d]pyrimidin-2-yl)phenyl)urea(example 147), C1(CC1)NC(=O)NC1=CC(=C(C=C1)B1OC(C(O1)(C)C)(C)C)F (1-cyclopropyl-3-(3-fluoro-4-(4,4,5,5-tetramethyl-1,3,2-dioxaborolan-2-yl)phenyl)urea), C1(CC1)NC(=O)NC1=CC(=C(C=C1)B1OC(C(O1)(C)C)(C)C)F (1-cyclopropyl-3-(3-fluoro-4-(4,4,5,5-tetramethyl-1,3,2-dioxaborolan-2-yl)phenyl)urea), ClC=1N=C(C2=C(N1)CN(C2)C(C)=O)N2CCOCC2 (1-(2-chloro-4-morpholino-5H-pyrrolo[3,4-d]pyrimidin-6(7H)-yl)ethanone), ClC=1N=C(C2=C(N1)CN(C2)C(C)=O)N2CCOCC2 (1-(2-chloro-4-morpholino-5H-pyrrolo[3,4-d]pyrimidin-6(7H)-yl)ethanone). Product: C(C)(=O)N1CC=2N=C(N=C(C2C1)N1CCOCC1)C1=C(C=C(C=C1)NC(=O)NC1CC1)F (1-(4-(6-Acetyl-4-morpholino-6,7-dihydro-5H-pyrrolo[3,4-d]pyrimidin-2-yl)-3-fluorophenyl)-3-cyclopropylurea). Isolated yield 15.0%. RXN SMILES: Cl[C:2]1[N:3]=[C:4]([N:14]2[CH2:19][CH2:18][O:17][CH2:16][CH2:15]2)[C:5]2[CH2:10][N:9]([C:11](=[O:13])[CH3:12])[CH2:8][C:6]=2[N:7]=1.[CH:20]1([NH:23][C:24]([NH:26][C:27]2[CH:32]=[CH:31][C:30](B3OC(C)(C)C(C)(C)O3)=[C:29]([F:42])[CH:28]=2)=[O:25])[CH2:22][CH2:21]1>>[C:11]([N:9]1[CH2:10][C:5]2[C:4]([N:14]3[CH2:19][CH2:18][O:17][CH2:16][CH2:15]3)=[N:3][C:2]([C:30]3[CH:31]=[CH:32][C:27]([NH:26][C:24]([NH:23][CH:20]4[CH2:22][CH2:21]4)=[O:25])=[CH:28][C:29]=3[F:42])=[N:7][C:6]=2[CH2:8]1)(=[O:13])[CH3:12]. Procedure: Method as described for (S)-1-cyclopropyl-3-(3-fluoro-4-(6-methyl-4-(3-methylmorpholino)-6,7-dihydro-5H-pyrrolo[3,4-d]pyrimidin-2-yl)phenyl)urea(example 147) using 1-(2-chloro-4-morpholino-5H-pyrrolo[3,4-d]pyrimidin-6(7H)-yl)ethanone (intermediate 23) and 1-cyclopropyl-3-(3-fluoro-4-(4,4,5,5-tetramethyl-1,3,2-dioxaborolan-2-yl)phenyl)urea (intermediate 29). Residue was then purified by prep. HPLC at high pH to afford a cream solid (15% yield).